Dataset: the Open Reaction Database (ORD), a public repository of structured organic reaction records. Task: describe an organic reaction: reactants, conditions, products, and yield Reactants: NC1=NNC=C1 (3-aminopyrazole), CC1(OCCO1)CCC(CC(=O)OC)=O (methyl 2-methyl-β-oxo-1,3-dioxolane-2-valerate). Yields the product OC1=CC(=NC=2N1N=CC2)CCC2(OCCO2)C (7-hydroxy-5-[2-(2-methyl-l,3-dioxolane-2-yl)ethyl]pyrazolo[1,5-a]pyrimidine). Reaction conditions: temperature 115 celsius. Reported procedure: A toluene solution (2 ml) containing 0.90 g of 3-aminopyrazole and 1.90 g of methyl 2-methyl-β-oxo-1,3-dioxolane-2-valerate was refluxed with heating at 115° C. for 1 hour, allowed to cool and then concentrated under reduced pressure. Diethyl ether was added to the residue. The crystals precipitated were collected and washed with diethyl ether to provide 1.85 g of 7-hydroxy-5-[2-(2-methyl-l,3-dioxolane-2-yl)ethyl]pyrazolo[1,5-a]pyrimidine as colorless crystals. As a reaction SMILES: [NH2:1][C:2]1[CH:6]=[CH:5][NH:4][N:3]=1.[CH3:7][C:8]1([CH2:13][CH2:14][C:15](=O)[CH2:16][C:17](OC)=[O:18])[O:12][CH2:11][CH2:10][O:9]1>C1(C)C=CC=CC=1>[OH:18][C:17]1[N:3]2[N:4]=[CH:5][CH:6]=[C:2]2[N:1]=[C:15]([CH2:14][CH2:13][C:8]2([CH3:7])[O:9][CH2:10][CH2:11][O:12]2)[CH:16]=1. The yield is 84.5%. Run in C1(=CC=CC=C1)C (toluene). The reactants are COc1ccc(S(=O)(=O)Nc2cc(Br)cnc2Cl)cc1, CCO, [Na+], [Na+], O=C([O-])[O-], OB(O)c1ccc2c(c1)OCCO2, c1ccc(P(c2ccccc2)(c2ccccc2)[Pd](P(c2ccccc2)(c2ccccc2)c2ccccc2)(P(c2ccccc2)(c2ccccc2)c2ccccc2)P(c2ccccc2)(c2ccccc2)c2ccccc2)cc1. Yields the product COc1ccc(S(=O)(=O)Nc2cc(-c3ccc4c(c3)OCCO4)cnc2Cl)cc1. Reaction SMILES: [Br:1][c:2]1[cH:3][c:4]([NH:9][S:10](=[O:11])(=[O:12])[c:13]2[cH:14][cH:15][c:16]([O:19][CH3:20])[cH:17][cH:18]2)[c:5]([Cl:8])[n:6][cH:7]1.[CH3:40][CH2:41][OH:42].[Na+:34].[Na+:35].[O-:36][C:37](=[O:38])[O-:39].[O:21]1[c:22]2[c:23]([cH:27][c:28]([B:31]([OH:32])[OH:33])[cH:29][cH:30]2)[O:24][CH2:25][CH2:26]1.[cH:43]1[cH:44][cH:45][c:46]([P:47]([Pd:48]([P:49]([c:50]2[cH:51][cH:52][cH:53][cH:54][cH:55]2)([c:56]2[cH:57][cH:58][cH:59][cH:60][cH:61]2)[c:62]2[cH:63][cH:64][cH:65][cH:66][cH:67]2)([P:68]([c:69]2[cH:70][cH:71][cH:72][cH:73][cH:74]2)([c:75]2[cH:76][cH:77][cH:78][cH:79][cH:80]2)[c:81]2[cH:82][cH:83][cH:84][cH:85][cH:86]2)[P:87]([c:88]2[cH:89][cH:90][cH:91][cH:92][cH:93]2)([c:94]2[cH:95][cH:96][cH:97][cH:98][cH:99]2)[c:100]2[cH:101][cH:102][cH:103][cH:104][cH:105]2)([c:106]2[cH:107][cH:108][cH:109][cH:110][cH:111]2)[c:112]2[cH:113][cH:114][cH:115][cH:116][cH:117]2)[cH:118][cH:119]1>>[c:2]1(-[c:28]2[cH:27][c:23]3[c:22]([cH:30][cH:29]2)[O:21][CH2:26][CH2:25][O:24]3)[cH:3][c:4]([NH:9][S:10](=[O:11])(=[O:12])[c:13]2[cH:14][cH:15][c:16]([O:19][CH3:20])[cH:17][cH:18]2)[c:5]([Cl:8])[n:6][cH:7]1. Reactants: NC=1C=CC(=C(C(=O)O)C1)C (5-amino-2-methylbenzoic acid), TEA, FC1=C(CBr)C(=C(C(=C1F)C(F)(F)F)F)F (2,3,5,6-tetrafluoro-4-trifluoromethylbenzyl bromide). Run in CN(C)C=O (DMF). The product is CC1=C(C(=O)O)C=C(C=C1)NCC1=C(C(=C(C(=C1F)F)C(F)(F)F)F)F (2-methyl-5-(2,3,5,6-tetrafluoro-4-trifluoromethylbenzylamino)benzoic acid). Isolated yield 26.2%. Reaction SMILES: [NH2:1][C:2]1[CH:3]=[CH:4][C:5]([CH3:11])=[C:6]([CH:10]=1)[C:7]([OH:9])=[O:8].[F:12][C:13]1[C:20]([F:21])=[C:19]([C:22]([F:25])([F:24])[F:23])[C:18]([F:26])=[C:17]([F:27])[C:14]=1[CH2:15]Br>CN(C=O)C>[CH3:11][C:5]1[CH:4]=[CH:3][C:2]([NH:1][CH2:15][C:14]2[C:17]([F:27])=[C:18]([F:26])[C:19]([C:22]([F:23])([F:25])[F:24])=[C:20]([F:21])[C:13]=2[F:12])=[CH:10][C:6]=1[C:7]([OH:9])=[O:8]. Procedure details: According to the similar procedure in Synthesis Example 1, by using 5-amino-2-methylbenzoic acid (2.06 g, 15.0 mmole), DMF (60 ml), TEA (4 ml), and 2,3,5,6-tetrafluoro-4-trifluoromethylbenzyl bromide (5.52 ml, 17.7 mmole), 1.50 g (27.0% yield) of 2-methyl-5-(2,3,5,6-tetrafluoro-4-trifluoromethylbenzylamino)benzoic acid was obtained as a yellow solid. Reactants: C(C1=CC=CC=C1)SC1=NC(=CC(=N1)Cl)CCC (2-benzylthio-4-chloro-6-n-propylpyrimidine), O.NN (hydrazine hydrate). Solvent: C(C)O (ethanol). Yields the product C(C1=CC=CC=C1)SC1=NC(=CC(=N1)NN)CCC (2-benzylthio-4-hydrazino-6-n-propylpyrimidine). RXN SMILES: [CH2:1]([S:8][C:9]1[N:14]=[C:13](Cl)[CH:12]=[C:11]([CH2:16][CH2:17][CH3:18])[N:10]=1)[C:2]1[CH:7]=[CH:6][CH:5]=[CH:4][CH:3]=1.O.[NH2:20][NH2:21]>C(O)C>[CH2:1]([S:8][C:9]1[N:14]=[C:13]([NH:20][NH2:21])[CH:12]=[C:11]([CH2:16][CH2:17][CH3:18])[N:10]=1)[C:2]1[CH:7]=[CH:6][CH:5]=[CH:4][CH:3]=1 |f:1.2|. Reported procedure: A mixture of 40 g (0.014 mole) of 2-benzylthio-4-chloro-6-n-propylpyrimidine (from Part B) and 15 g (0.3 mole) of hydrazine hydrate in 300 ml of ethanol was heated at reflux for 2 hours, cooled and evaporated. Water was added to the residue. The white solid was collected by filtration and dried to provide 2-benzylthio-4-hydrazino-6-n-propylpyrimidine. The structural assignment was confirmed by infrared and nuclear magnetic resonance spectral analyses. Starting materials: CN(C)c1ccncc1, C, CCN(CC)C(=O)CN(c1cc(C(C)(C)O)ccc1Cl)S(=O)(=O)c1ccc(OC)c(OC)c1, ClCCl, O=S(=O)(Cl)Cl. The product is C=C(C)c1ccc(Cl)c(N(CC(=O)N(CC)CC)S(=O)(=O)c2ccc(OC)c(OC)c2)c1. As a reaction SMILES: [CH3:43][N:44]([c:45]1[cH:46][cH:47][n:48][cH:49][cH:50]1)[CH3:51].[CH4:39].[Cl:1][c:2]1[c:3]([N:12]([CH2:13][C:14](=[O:15])[N:16]([CH2:17][CH3:18])[CH2:19][CH3:20])[S:21](=[O:22])(=[O:23])[c:24]2[cH:25][c:26]([O:32][CH3:33])[c:27]([O:30][CH3:31])[cH:28][cH:29]2)[cH:4][c:5]([C:8]([CH3:9])([CH3:10])[OH:11])[cH:6][cH:7]1.[Cl:40][CH2:41][Cl:42].[S:34]([Cl:35])([Cl:36])(=[O:37])=[O:38]>>[Cl:1][c:2]1[c:3]([N:12]([CH2:13][C:14](=[O:15])[N:16]([CH2:17][CH3:18])[CH2:19][CH3:20])[S:21](=[O:22])(=[O:23])[c:24]2[cH:25][c:26]([O:32][CH3:33])[c:27]([O:30][CH3:31])[cH:28][cH:29]2)[cH:4][c:5]([C:8](=[CH2:9])[CH3:10])[cH:6][cH:7]1. Reactants: CCO, ClCc1ccc(Cl)cc1, Nc1n[nH]c(S)n1, [Na+], [OH-]. The product is Nc1n[nH]c(SCc2ccc(Cl)cc2)n1. As a reaction SMILES: [CH3:19][CH2:20][OH:21].[Cl:8][c:9]1[cH:10][cH:11][c:12]([CH2:13][Cl:14])[cH:15][cH:16]1.[NH2:1][c:2]1[n:3][nH:4][c:5]([SH:7])[n:6]1.[Na+:18].[OH-:17]>>[NH2:1][c:2]1[n:3][nH:4][c:5]([S:7][CH2:13][c:12]2[cH:11][cH:10][c:9]([Cl:8])[cH:16][cH:15]2)[n:6]1.